From a dataset of the Open Reaction Database (ORD), a public repository of structured organic reaction records. describe an organic reaction: reactants, conditions, products, and yield Starting materials: C(C)(C)(C)OC(NCC1=CC=C(C=C1)CN)=O ((4-aminomethyl-benzyl)-carbamic acid tert-butyl ester), ClC1=C(C(=O)O)C=CC=N1 (2-Chloro-nicotinic acid), ON1N=NC2=C1C=CC=C2 (1-hydroxybenzotriazole), Cl.CN(CCCN=C=NCC)C (1-(3-dimethylaminopropyl)-3-ethylcarbodiimide hydrochloride), CN1CCOCC1 (N-methyl morpholine). Solvent: CN(C=O)C (N,N-dimethylformamide). Run at time 18 hour. Yields the product C(C)(C)(C)OC(NCC1=CC=C(C=C1)CNC(=O)C=1C(=NC=CC1)Cl)=O ((4-{[(2-chloro-pyridine-3-carbonyl)-amino]-methyl}-benzyl)-carbamic acid tert-butyl ester). Yield: 98.1%. Reaction SMILES: [Cl:1][C:2]1[N:10]=[CH:9][CH:8]=[CH:7][C:3]=1[C:4]([OH:6])=O.ON1C2C=CC=CC=2N=N1.Cl.CN(C)CCCN=C=NCC.[C:33]([O:37][C:38](=[O:49])[NH:39][CH2:40][C:41]1[CH:46]=[CH:45][C:44]([CH2:47][NH2:48])=[CH:43][CH:42]=1)([CH3:36])([CH3:35])[CH3:34].CN1CCOCC1>CN(C)C=O>[C:33]([O:37][C:38](=[O:49])[NH:39][CH2:40][C:41]1[CH:42]=[CH:43][C:44]([CH2:47][NH:48][C:4]([C:3]2[C:2]([Cl:1])=[N:10][CH:9]=[CH:8][CH:7]=2)=[O:6])=[CH:45][CH:46]=1)([CH3:36])([CH3:34])[CH3:35] |f:2.3|. Procedure details: 2-Chloro-nicotinic acid (2.86 g, 18.2 mmol), 1-hydroxybenzotriazole (3.0 g, 21.8 mmol) and 1-(3-dimethylaminopropyl)-3-ethylcarbodiimide hydrochloride (4.18 g, 21.8 mmol) were dissolved in N,N-dimethylformamide (50 ml) at room temperature and (4-aminomethyl-benzyl)-carbamic acid tert-butyl ester (4.29 g, 18.2 mmol) (see Preparation 1) added followed by addition of N-methyl morpholine (4 ml, 36.3 mmol). The reaction mixture was stirred under an atmosphere of nitrogen at room temperature for 18 ho...